This data is from the Open Reaction Database (ORD), a public repository of structured organic reaction records. The task is: describe an organic reaction: reactants, conditions, products, and yield Starting materials: C(#N)C=1C=C2C(=CN(C2=CC1)C)C1CCC(CC1)=O (4-(5-Cyano-1-methyl-3-indolyl)-cyclohexanone), O1CCOC12CCC(CC2)C2=CN(C1=CC=C(C=C21)C#N)CCC (3-(1,4-dioxa-spiro[4,5]-dec-8-yl)-5-cyano-1-n-propyl-indole). The product is C(#N)C=1C=C2C(=CN(C2=CC1)CCC)C1CCC(CC1)=O (4-(5-Cyano-1-n-propyl-3-indolyl)-cyclohexanone). Isolated yield 72.6%. Reaction SMILES: C(C1C=C2C(=CC=1)N(C)C=C2C1CCC(=O)CC1)#N.O1[C:24]2([CH2:29][CH2:28][CH:27]([C:30]3[C:38]4[C:33](=[CH:34][CH:35]=[C:36]([C:39]#[N:40])[CH:37]=4)[N:32]([CH2:41][CH2:42][CH3:43])[CH:31]=3)[CH2:26][CH2:25]2)[O:23]CC1>>[C:39]([C:36]1[CH:37]=[C:38]2[C:33](=[CH:34][CH:35]=1)[N:32]([CH2:41][CH2:42][CH3:43])[CH:31]=[C:30]2[CH:27]1[CH2:28][CH2:29][C:24](=[O:23])[CH2:25][CH2:26]1)#[N:40]. Reported procedure: This compound was prepared in the manner described above for intermediate 6a by replacing 3-(1,4-dioxa-spiro[4,5]dec-8-yl)-5-cyano-1-methyl-indole with 3-(1,4-dioxa-spiro[4,5]-dec-8-yl)-5-cyano-1-n-propyl-indole (2.64 g, 8.2 mmol) to afford 1.67 g (73%) of the title compound as a white solid: mp 103-104° C.; MS EI m/e 280 (M+).